From a dataset of the Open Reaction Database (ORD), a public repository of structured organic reaction records. describe an organic reaction: reactants, conditions, products, and yield The reactants are N#CN.[Na] (monosodium cyanamide), FC1=CC=C(C=C1)N=C=S (4-fluorophenylisothiocyanate). Run in C(C)O (ethanol). Reaction conditions: time 1 hour. Yields the product C(#N)NC(=S)NC1=CC=C(C=C1)F (N-Cyano-N'-(4-fluorophenyl)thiourea). Yield: 64.4%. RXN SMILES: [N:1]#[C:2][NH2:3].[Na].[F:5][C:6]1[CH:11]=[CH:10][C:9]([N:12]=[C:13]=[S:14])=[CH:8][CH:7]=1>C(O)C>[C:2]([NH:3][C:13]([NH:12][C:9]1[CH:10]=[CH:11][C:6]([F:5])=[CH:7][CH:8]=1)=[S:14])#[N:1] |f:0.1,^1:3|. Procedure: The suspension of monosodium cyanamide (2.1 g, 32.6 mmol) in absolute ethanol (50 mL) was slowly treated with 4-fluorophenylisothiocyanate (5.0 g, 32.6 mmol). The reaction was allowed to stir at room temperature for 1 hour and then heated at 75° C. for 4 hours. The reaction was cooled to room temperature and the colorless solid was filtered and washed with ethanol to give the title A compound (4.1 g), m.p. >270° C. Starting materials: [Na].OC=CC#N (sodium 3-hydroxyacrylonitrile), Cl.C1(CCCCC1)N (cyclohexylamine hydrochloride), C1(CCCCC1)N (cyclohexylamine). The solvent is C(C)O (ethanol). Run at temperature 25 celsius, time 24 hour. Product: C1(CCCCC1)NC=CC#N (3-cyclohexylaminoacrylonitrile). Yield: 85.5%. Reaction SMILES: [Na].O[CH:3]=[CH:4][C:5]#[N:6].Cl.[CH:8]1([NH2:14])[CH2:13][CH2:12][CH2:11][CH2:10][CH2:9]1.C1(N)CCCCC1>C(O)C>[CH:8]1([NH:14][CH:3]=[CH:4][C:5]#[N:6])[CH2:13][CH2:12][CH2:11][CH2:10][CH2:9]1 |f:0.1,2.3,^1:0|. Procedure: 32.5 g (0.25 mol) of sodium-3-hydroxyacrylonitrile (content 70%) is added to a suspension of cyclohexylamine hydrochloride (composed of 29.8 g (0.3 mol) of cyclohexylamine and gaseous hydrochloric acid) in 150 ml of ethanol and the mixture is stirred for 24 h at 25° C. After removal of the solid by filtration, and withdrawal of the solvent followed by recrystallization from carbon tetrachloride, 32.1 g (85.6%) of 3-cyclohexylaminoacrylonitrile was obtained. The reactants are BrC1=CC(=C(C=C1)O)O (4-bromo-1,2-dihydroxybenzene), [I-].[Na+] (sodium iodide), CC(=O)C (acetone), BrCCC (1-bromopropane), C([O-])([O-])=O.[K+].[K+] (potassium carbonate). Yields the product BrC1=CC(=C(C=C1)OCCC)OCCC (4-bromo-1,2-dipropoxybenzene). Reaction SMILES: [Br:1][C:2]1[CH:7]=[CH:6][C:5]([OH:8])=[C:4]([OH:9])[CH:3]=1.Br[CH2:11][CH2:12][CH3:13].C(=O)([O-])[O-].[K+].[K+].[I-].[Na+].[CH3:22][C:23]([CH3:25])=O>>[Br:1][C:2]1[CH:7]=[CH:6][C:5]([O:8][CH2:11][CH2:12][CH3:13])=[C:4]([O:9][CH2:22][CH2:23][CH3:25])[CH:3]=1 |f:2.3.4,5.6|. Reported procedure: In acetone (100 ml) were suspended 4-bromo-1,2-dihydroxybenzene (9.0 g), 1-bromopropane (9.1 ml), potassium carbonate (19.7 g) and sodium iodide (15.0 g), and the mixture was refluxed overnight. The solvent was evaporated, and to the residue was added water. The mixture was extracted with ethyl acetate, and the organic layer was washed with water and saturated brine, and dried with anhydrous magnesium sulfate. The solvent was evaporated, and the residue was purified with distillation under reduc... Starting materials: Cl (Hydrogen chloride), C(C)(C)(C)C=1SC2=C(N1)CN(C2=O)C2=C(C(=CC=C2)C2=NN(C(C(=C2)NC2=NN(C(=C2)C)C)=O)COCC[Si](C)(C)C)C (2-tert-butyl-5-(3-(5-(1,5-dimethyl-1H-pyrazol-3-ylamino)-6-oxo-1-((2-(trimethylsilyl)ethoxy)methyl)-1,6-dihydropyridazin-3-yl)-2-methylphenyl)-4H-pyrrolo[3,4-d]thiazol-6(5H)-one), C1(=CC=CC=C1)OC (anisole). Solvent: CO (methanol). Reaction conditions: time 16 hour. Product: C(C)(C)(C)C=1SC2=C(N1)CN(C2=O)C2=C(C(=CC=C2)C2=NNC(C(=C2)NC2=NN(C(=C2)C)C)=O)C (2-tert-Butyl-5-(3-(5-(1,5-dimethyl-1H-pyrazol-3-ylamino)-6-oxo-1,6-dihydropyridazin-3-yl)-2-methylphenyl)-4H-pyrrolo[3,4-d]thiazol-6(5H)-one). The yield is 27.2%. Reaction SMILES: Cl.[C:2]([C:6]1[S:7][C:8]2[C:13](=[O:14])[N:12]([C:15]3[CH:20]=[CH:19][CH:18]=[C:17]([C:21]4[CH:26]=[C:25]([NH:27][C:28]5[CH:32]=[C:31]([CH3:33])[N:30]([CH3:34])[N:29]=5)[C:24](=[O:35])[N:23](COCC[Si](C)(C)C)[N:22]=4)[C:16]=3[CH3:44])[CH2:11][C:9]=2[N:10]=1)([CH3:5])([CH3:4])[CH3:3].C1(OC)C=CC=CC=1>CO>[C:2]([C:6]1[S:7][C:8]2[C:13](=[O:14])[N:12]([C:15]3[CH:20]=[CH:19][CH:18]=[C:17]([C:21]4[CH:26]=[C:25]([NH:27][C:28]5[CH:32]=[C:31]([CH3:33])[N:30]([CH3:34])[N:29]=5)[C:24](=[O:35])[NH:23][N:22]=4)[C:16]=3[CH3:44])[CH2:11][C:9]=2[N:10]=1)([CH3:5])([CH3:4])[CH3:3]. Reported procedure: Hydrogen chloride gas was bubbled into 2-tert-butyl-5-(3-(5-(1,5-dimethyl-1H-pyrazol-3-ylamino)-6-oxo-1-((2-(trimethylsilyl)ethoxy)methyl)-1,6-dihydropyridazin-3-yl)-2-methylphenyl)-4H-pyrrolo[3,4-d]thiazol-6(5H)-one 110c (186 mg, 0.30 mmol) and anisole (0.163 mL, 1.50 mmol) in methanol (20 mL) at 0° C. for 5 min. The resulting mixture was allowed to warm to room temperature and continue stirring for 16 h. The reaction mixture was concentrated. The residue was purified by reverse phase HPLC: C-1... Starting materials: C(C)(C)OC1=C(C=CC=C1)O (2-isopropoxy-phenol), C(=O)([O-])[O-].[K+].[K+] (K2CO3), BrCCCN1C(C2=CC=CC=C2C1=O)=O (2-(3-bromo-propyl)-isoindole-1,3-dione), C(C)(C)OC1=C(OCCCN2C(C3=CC=CC=C3C2=O)=O)C=CC=C1 (2-[3-(2-Isopropoxy-phenoxy)-propyl]-isoindole-1,3-dione). Solvent: CN(C)C=O (DMF), CN(C)C=O (DMF). Run at temperature 25 celsius, time 15 minute. Product: C(C)(C)OC1=C(OCCCNCC=2C=C(C=CC2)C(=O)N2CCCCC2)C=CC=C1 ((3-{[3-(2-Isopropoxy-phenoxy)-propylamino]-methyl}-phenyl)-piperidin-1-yl-methanone). The yield is 87.0%. Reaction SMILES: [CH:1]([O:4][C:5]1[CH:25]=[CH:24][CH:23]=[CH:22][C:6]=1[O:7][CH2:8][CH2:9][CH2:10][N:11]1[C:19](=O)[C:18]2[C:13](=[CH:14][CH:15]=[CH:16][CH:17]=2)C1=O)([CH3:3])[CH3:2].C(OC1C=CC=CC=1O)(C)C.C([O-])([O-])=O.[K+].[K+].BrCCC[N:47]1[C:55](=[O:56])C2[C:49](=[CH:50][CH:51]=[CH:52]C=2)[C:48]1=O>CN(C=O)C>[CH:1]([O:4][C:5]1[CH:25]=[CH:24][CH:23]=[CH:22][C:6]=1[O:7][CH2:8][CH2:9][CH2:10][NH:11][CH2:19][C:18]1[CH:17]=[C:16]([C:55]([N:47]2[CH2:52][CH2:51][CH2:50][CH2:49][CH2:48]2)=[O:56])[CH:15]=[CH:14][CH:13]=1)([CH3:2])[CH3:3] |f:2.3.4|. Reported procedure: 2-[3-(2-Isopropoxy-phenoxy)-propyl]-isoindole-1,3-dione. To a solution of 2-isopropoxy-phenol (0.50 g, 3.3 mmol) in DMF (5 mL) was added K2CO3 (2.3 g, 17 mmol), and the resulting suspension was stirred at 25° C. for 15 min. A solution of 2-(3-bromo-propyl)-isoindole-1,3-dione (0.97 g, 3.6 mmol) in DMF (2 mL) was added, and the reaction mixture was heated to 80° C. for 18 h. The mixture was filtered, and the filtrate was diluted with 1:1 Et2O/EtOAc (100 mL), washed with H2O (2×20 mL) then brine (... Reactants: COC=1C=C(C=CC1OC)C1=NNC(C2=CC(=CC=C12)OC)=O (4-(3,4-dimethoxyphenyl)-7-methoxy-2H-phthalazin-1-one), P(=O)(Cl)(Cl)Cl (phosphoryl chloride). Yields the product ClC1=NN=C(C2=CC=C(C=C12)OC)C1=CC(=C(C=C1)OC)OC (1-Chloro-4-(3,4-dimethoxyphenyl)-7-methoxyphthalazine). Reaction SMILES: [CH3:1][O:2][C:3]1[CH:4]=[C:5]([C:11]2[C:20]3[C:15](=[CH:16][C:17]([O:21][CH3:22])=[CH:18][CH:19]=3)[C:14](=O)[NH:13][N:12]=2)[CH:6]=[CH:7][C:8]=1[O:9][CH3:10].P(Cl)(Cl)([Cl:26])=O>>[Cl:26][C:14]1[C:15]2[C:20](=[CH:19][CH:18]=[C:17]([O:21][CH3:22])[CH:16]=2)[C:11]([C:5]2[CH:6]=[CH:7][C:8]([O:9][CH3:10])=[C:3]([O:2][CH3:1])[CH:4]=2)=[N:12][N:13]=1. Procedure details: This compound is obtained according to the procedure described in 1.3. by reacting 4-(3,4-dimethoxyphenyl)-7-methoxy-2H-phthalazin-1-one with phosphoryl chloride.